Dataset: the Open Reaction Database (ORD), a public repository of structured organic reaction records. Task: describe an organic reaction: reactants, conditions, products, and yield The reactants are C(C1=CC=CC=C1)OC(=O)N[C@@H](C(C)C)C(=O)OCCOC1=CC=C(C(=O)OCC2=CC=C(C=C2)OC)C=C1 (4-methoxybenzyl 4(2-N-benzyloxycarbonyl-L-valyloxyethoxy)benzoate), FC(C(=O)O)(F)F (trifluoroacetic acid), ICC1=C(C(=O)O)C=CC(=C1)OCCOC([C@@H](NC(=O)OCC1=CC=CC=C1)C(C)C)=O (iodomethyl 4-(2-N-benzyloxycarbonyl-L-valyloxyethoxy)-benzoic acid). The solvent is ClCCl (dichloromethane). Run at time 3 hour. Product: C(C1=CC=CC=C1)OC(=O)N[C@@H](C(C)C)C(=O)OCCOC1=CC=C(C(=O)O)C=C1 (4-(2-N-benzyloxycarbonyl-L-valyloxyethoxy)-benzoic acid). As a reaction SMILES: [CH2:1]([O:8][C:9]([NH:11][C@H:12]([C:16]([O:18][CH2:19][CH2:20][O:21][C:22]1[CH:39]=[CH:38][C:25]([C:26]([O:28]CC2C=CC(OC)=CC=2)=[O:27])=[CH:24][CH:23]=1)=[O:17])[CH:13]([CH3:15])[CH3:14])=[O:10])[C:2]1[CH:7]=[CH:6][CH:5]=[CH:4][CH:3]=1.FC(F)(F)C(O)=O.ICC1C=C(OCCOC(=O)[C@H](C(C)C)NC(OCC2C=CC=CC=2)=O)C=CC=1C(O)=O>ClCCl>[CH2:1]([O:8][C:9]([NH:11][C@H:12]([C:16]([O:18][CH2:19][CH2:20][O:21][C:22]1[CH:39]=[CH:38][C:25]([C:26]([OH:28])=[O:27])=[CH:24][CH:23]=1)=[O:17])[CH:13]([CH3:15])[CH3:14])=[O:10])[C:2]1[CH:3]=[CH:4][CH:5]=[CH:6][CH:7]=1. Procedure details: To a solution of 4-methoxybenzyl 4(2-N-benzyloxycarbonyl-L-valyloxyethoxy)benzoate (10.2 g, 19.04 mmole) in dichloromethane (100 ml) was added trifluoroacetic acid (20 ml) and the mixture was stirred 3 hours at room temperature. The solution was evaporated under reduced pressure and co-evaporated two times with toluene. The product was isolated by silica gel column chromatography. Yield: 6.9 g=87%. The product may be activated and esterified direct to a drug or converted to iodomethyl 4-(2-N-ben... Reactants: NC(C(=O)O)C(C1=CC=CC=C1)C1=CC=CC=C1 (2-amino-3,3-diphenylpropionic acid), ClC1=NC(=CC=C1[N+](=O)[O-])OC (2-chloro-3-nitro-6-methoxypyridine), C([O-])([O-])=O.[Na+].[Na+] (sodium carbonate), CN(C)C=O (DMF). Run in O (water), C(C)(=O)OCC (Ethyl acetate), O (water). Conditions: temperature 80 celsius, time 5 hour. The product is [N+](=O)([O-])C=1C(=NC(=CC1)OC)NC(C(=O)O)C(C1=CC=CC=C1)C1=CC=CC=C1 (2-(3-Nitro-6-methoxy-2-pyridinylamino)-3,3-diphenylpropionic acid). The yield is 20.1%. RXN SMILES: [NH2:1][CH:2]([CH:6]([C:13]1[CH:18]=[CH:17][CH:16]=[CH:15][CH:14]=1)[C:7]1[CH:12]=[CH:11][CH:10]=[CH:9][CH:8]=1)[C:3]([OH:5])=[O:4].Cl[C:20]1[C:25]([N+:26]([O-:28])=[O:27])=[CH:24][CH:23]=[C:22]([O:29][CH3:30])[N:21]=1.C(=O)([O-])[O-].[Na+].[Na+].CN(C=O)C>O.C(OCC)(=O)C>[N+:26]([C:25]1[C:20]([NH:1][CH:2]([CH:6]([C:13]2[CH:18]=[CH:17][CH:16]=[CH:15][CH:14]=2)[C:7]2[CH:12]=[CH:11][CH:10]=[CH:9][CH:8]=2)[C:3]([OH:5])=[O:4])=[N:21][C:22]([O:29][CH3:30])=[CH:23][CH:24]=1)([O-:28])=[O:27] |f:2.3.4|. Procedure details: 2.50 g (10.4 mmol) of 2-amino-3,3-diphenylpropionic acid, 0.84 g (4.3 mmol) of 2-chloro-3-nitro-6-methoxypyridine and 0.55 g (5.2 mmol) of sodium carbonate were introduced into 18 ml of DMF and 18 ml of water, and the mixture was stirred at 80° C. for 5 hours. Ethyl acetate and water were then added, and the phases were separated. The aqueous phase was acidified with 6 normal hydrochloric acid and extracted three times with ethyl acetate. After drying with MgSO4 and concentration under reduced p... The reactants are Cc1c(Br)cc(F)cc1[N+](=O)[O-], CC(C)O, [Cl-], [Fe], [NH4+], O. The product is Cc1c(N)cc(F)cc1Br. Reaction SMILES: [Br:1][c:2]1[c:3]([CH3:12])[c:4]([N+:9]([O-:10])=[O:11])[cH:5][c:6]([F:8])[cH:7]1.[CH:16]([OH:17])([CH3:18])[CH3:19].[Cl-:13].[Fe:20].[NH4+:14].[OH2:15]>>[Br:1][c:2]1[c:3]([CH3:12])[c:4]([NH2:9])[cH:5][c:6]([F:8])[cH:7]1. The reactants are O[C@H]1[C@H]2[C@@H]3CC[C@H](C(C)C=O)[C@]3(CC[C@@H]2[C@]2(C=CC(C=C2C1)=O)C)C (7α-hydroxypregna-1,4-dien-3-one-20-carbaldehyde), CC(CO)(CO)C (2,2-dimethyl-1,3-propanediol), 4A, C(C)(=O)OCC.CCCCCC (ethyl acetate hexane). Reagents/catalysts: C1(=CC=C(C=C1)S(=O)(=O)O)C (p-toluenesulfonic acid). The solvent is C(Cl)Cl (methylene chloride). Conditions: time 12 hour. Product: CC1(COC(OC1)C(C)[C@H]1CC[C@H]2[C@@H]3[C@@H](CC4=CC(C=C[C@]4(C)[C@H]3CC[C@]12C)=O)O)C (20-(5,5-dimethyl-1,3-dioxan-2-yl)-7α-hydroxypregna-1,4-dien-3-one). Yield: 50.2%. Reaction SMILES: [OH:1][C@@H:2]1[CH2:22][C:21]2[C@:16]([CH3:24])([CH:17]=[CH:18][C:19](=[O:23])[CH:20]=2)[C@@H:15]2[C@@H:3]1[C@H:4]1[C@:12]([CH3:25])([CH2:13][CH2:14]2)[C@@H:7]([CH:8]([CH:10]=[O:11])[CH3:9])[CH2:6][CH2:5]1.[CH3:26][C:27]([CH3:32])([CH2:30]O)[CH2:28][OH:29].C(OCC)(=O)C.CCCCCC>C(Cl)Cl.C1(C)C=CC(S(O)(=O)=O)=CC=1>[CH3:26][C:27]1([CH3:32])[CH2:28][O:29][CH:10]([CH:8]([C@@H:7]2[C@:12]3([CH3:25])[C@H:4]([C@H:3]4[C@H:15]([CH2:14][CH2:13]3)[C@:16]3([CH3:24])[C:21](=[CH:20][C:19](=[O:23])[CH:18]=[CH:17]3)[CH2:22][C@H:2]4[OH:1])[CH2:5][CH2:6]2)[CH3:9])[O:11][CH2:30]1 |f:2.3|. Procedure details: In 200 ml of methylene chloride were dissolved 5.00 g (14.6 mmoles) of 7α-hydroxypregna-1,4-dien-3-one-20-carbaldehyde and 4.56 g (43.8 mmoles) of 2,2-dimethyl-1,3-propanediol, followed by addition of 100 mg of p-toluenesulfonic acid and 20 g of molecular sieve 4A 1/16. The mixture was stirred gently at room temperature for 12 hours. From the reaction mixture thus obtained, the molecular sieve was filtered off and the solvent in the filtrate was distilled off under reduced pressure. Finally the ... Reactants: C(CCCCC)(=O)OCC (Ethyl n-hexanoate), C(C(=O)OCC)(=O)OCC (diethyl oxalate). Product: O=C(C(=O)O)CCCC (2-oxo-n-hexanoic acid). RXN SMILES: [C:1]([O:8]CC)(=[O:7])[CH2:2][CH2:3][CH2:4][CH2:5][CH3:6].C(OCC)(=O)C(OCC)=[O:13]>>[O:13]=[C:2]([CH2:3][CH2:4][CH2:5][CH3:6])[C:1]([OH:8])=[O:7]. Reported procedure: Ethyl n-hexanoate and diethyl oxalate were subjected to Claisen condensation, and then hydrolyzed to form 2-oxo-n-hexanoic acid. This product was then condensed with diaminomaleonitrile to form 9.1 g (0.042 mole) of 2,3-dicyano-5-hydroxy-6-n-pentylpyrazine (m.p. 61°-64° C.). The product was dissolved in 120 g of phosphorus oxychloride, and 3.32 g (0.042 mole) of pyridine was added. The mixture was refluxed for 5 hours, and then worked up in the same way as in Example 3 and the resulting oily pro... Starting materials: Cc1cccc2cccnc12, O=C(OO)c1cccc(Cl)c1, ClCCl. Product: Cc1cccc2ccc[n+]([O-])c12. RXN SMILES: [CH3:12][c:13]1[cH:14][cH:15][cH:16][c:17]2[cH:18][cH:19][cH:20][n:21][c:22]12.[Cl:1][c:2]1[cH:3][cH:4][cH:5][c:6]([C:7]([O:8][OH:10])=[O:9])[cH:11]1.[Cl:23][CH2:24][Cl:25]>>[O-:9][n+:21]1[cH:20][cH:19][cH:18][c:17]2[cH:16][cH:15][cH:14][c:13]([CH3:12])[c:22]21.